Dataset: the Open Reaction Database (ORD), a public repository of structured organic reaction records. Task: describe an organic reaction: reactants, conditions, products, and yield Starting materials: O=C(c1ncc[nH]1)c1ncc[nH]1, CCOC(C)=O, CCN(C(C)C)C(C)C, Cl, Nc1cc(C(F)(F)F)cc(C(F)(F)F)c1, C1COCCO1, Cc1cccc(C)c1N1CC(Cc2ncc[nH]2)(C(=O)OC(C)(C)C)CC1=O. The product is Cc1cccc(C)c1N1CC(Cc2ncc[nH]2)(C(=O)Nc2cc(C(F)(F)F)cc(C(F)(F)F)c2)CC1=O. Reaction SMILES: [C:28]([c:29]1[nH:30][cH:31][cH:32][n:33]1)([c:34]1[nH:35][cH:36][cH:37][n:38]1)=[O:39].[CH3:71][CH2:72][O:73][C:74](=[O:75])[CH3:76].[CH:40]([N:41]([CH:42]([CH3:43])[CH3:44])[CH2:45][CH3:46])([CH3:47])[CH3:48].[ClH:64].[F:49][C:50]([c:51]1[cH:52][c:53]([NH2:54])[cH:55][c:56]([C:58]([F:59])([F:60])[F:61])[cH:57]1)([F:62])[F:63].[O:65]1[CH2:66][CH2:67][O:68][CH2:69][CH2:70]1.[nH:1]1[c:2]([CH2:6][C:7]2([C:21]([O:23][C:22]([CH3:24])([CH3:25])[CH3:26])=[O:27])[CH2:8][N:9]([c:13]3[c:14]([CH3:20])[cH:15][cH:16][cH:17][c:18]3[CH3:19])[C:10](=[O:12])[CH2:11]2)[n:3][cH:4][cH:5]1>>[n:1]1[c:2]([CH2:6][C:7]2([C:21](=[O:23])[NH:54][c:53]3[cH:52][c:51]([C:50]([F:49])([F:62])[F:63])[cH:57][c:56]([C:58]([F:59])([F:60])[F:61])[cH:55]3)[CH2:8][N:9]([c:13]3[c:14]([CH3:20])[cH:15][cH:16][cH:17][c:18]3[CH3:19])[C:10](=[O:12])[CH2:11]2)[nH:3][cH:4][cH:5]1. Reactants: Cl.OC1=C(NS(=O)(=O)C)C=C(C=C1)C(CNC(C)C)Cl (2'-hydroxy-5'-[1-chloro-2-(isopropylamino)ethyl]methanesulfonanilide hydrochloride), [O-]C1=CC=CC=C1.[Na+] (sodium phenoxide), crude product. Run in O1CCCC1 (tetrahydrofuran). Conditions: time 24 hour. Yields the product OC1=C(NS(=O)(=O)C)C=C(C=C1)CC(NC(C)C)OC1=CC=CC=C1 (2'-hydroxy-5'-[phenoxy-2-(isopropylamino)ethyl]methanesulfonanilide). RXN SMILES: Cl.[OH:2][C:3]1[CH:13]=[CH:12][C:11]([CH:14](Cl)[CH2:15][NH:16][CH:17]([CH3:19])[CH3:18])=[CH:10][C:4]=1[NH:5][S:6]([CH3:9])(=[O:8])=[O:7].[O-:21][C:22]1[CH:27]=[CH:26][CH:25]=[CH:24][CH:23]=1.[Na+]>O1CCCC1>[OH:2][C:3]1[CH:13]=[CH:12][C:11]([CH2:14][CH:15]([O:21][C:22]2[CH:27]=[CH:26][CH:25]=[CH:24][CH:23]=2)[NH:16][CH:17]([CH3:19])[CH3:18])=[CH:10][C:4]=1[NH:5][S:6]([CH3:9])(=[O:8])=[O:7] |f:0.1,2.3|. Procedure: A 3.25 g sample of 2'-hydroxy-5'-[1-chloro-2-(isopropylamino)ethyl]methanesulfonanilide hydrochloride is slowly added to 45 g of sodium phenoxide in 150 mL of dry tetrahydrofuran at 0° to 5° C. under N2 atmosphere. The mixture is stirred for 24 hours at ambient temperature and then poured on ice whereafter the crude product compound is separated. The reactants are BrCc1ccccc1, O=C([O-])[O-], CC(C)=O, O=C1c2cccc(O)c2C(=O)c2c(Cl)ccc(Cl)c21, [K+], [K+]. The product is O=C1c2cccc(OCc3ccccc3)c2C(=O)c2c(Cl)ccc(Cl)c21. As a reaction SMILES: [Br:26][CH2:27][c:28]1[cH:29][cH:30][cH:31][cH:32][cH:33]1.[C:20](=[O:21])([O-:22])[O-:23].[CH3:34][C:35](=[O:36])[CH3:37].[Cl:1][c:2]1[cH:3][cH:4][c:5]([Cl:19])[c:6]2[c:15]1[C:14](=[O:16])[c:13]1[c:8]([c:9]([OH:17])[cH:10][cH:11][cH:12]1)[C:7]2=[O:18].[K+:24].[K+:25]>>[Cl:1][c:2]1[cH:3][cH:4][c:5]([Cl:19])[c:6]2[c:15]1[C:14](=[O:16])[c:13]1[c:8]([c:9]([O:17][CH2:27][c:28]3[cH:29][cH:30][cH:31][cH:32][cH:33]3)[cH:10][cH:11][cH:12]1)[C:7]2=[O:18]. Reactants: Cl, O=Cc1ccc(-c2nc3ccc(C4(c5ccccc5)CCCCC4)nc3s2)c(F)c1, COC(=O)C1CNC1. Product: COC(=O)C1CN(Cc2ccc(-c3nc4ccc(C5(c6ccccc6)CCCCC5)nc4s3)c(F)c2)C1. Reaction SMILES: [ClH:31].[F:1][c:2]1[cH:3][c:4]([CH:5]=[O:6])[cH:7][cH:8][c:9]1-[c:10]1[s:11][c:12]2[n:13][c:14]([C:19]3([c:25]4[cH:26][cH:27][cH:28][cH:29][cH:30]4)[CH2:20][CH2:21][CH2:22][CH2:23][CH2:24]3)[cH:15][cH:16][c:17]2[n:18]1.[NH:32]1[CH2:33][CH:34]([C:36](=[O:37])[O:38][CH3:39])[CH2:35]1>>[F:1][c:2]1[cH:3][c:4]([CH2:5][N:32]2[CH2:33][CH:34]([C:36](=[O:37])[O:38][CH3:39])[CH2:35]2)[cH:7][cH:8][c:9]1-[c:10]1[s:11][c:12]2[n:13][c:14]([C:19]3([c:25]4[cH:26][cH:27][cH:28][cH:29][cH:30]4)[CH2:20][CH2:21][CH2:22][CH2:23][CH2:24]3)[cH:15][cH:16][c:17]2[n:18]1. The reactants are O=C([O-])[O-], CNc1nc(Cl)nc(NC2CC2)n1, [K+], [K+], N, C1COCCO1, O. Yields the product CNc1nc(N)nc(NC2CC2)n1. Reaction SMILES: [C:21](=[O:22])([O-:23])[O-:24].[CH:1]1([NH:4][c:5]2[n:6][c:7]([Cl:13])[n:8][c:9]([NH:11][CH3:12])[n:10]2)[CH2:2][CH2:3]1.[K+:25].[K+:26].[NH3:14].[O:15]1[CH2:16][CH2:17][O:18][CH2:19][CH2:20]1.[OH2:27]>>[CH:1]1([NH:4][c:5]2[n:6][c:7]([NH2:14])[n:8][c:9]([NH:11][CH3:12])[n:10]2)[CH2:2][CH2:3]1. The reactants are C([O-])([O-])=O.[K+].[K+] (potassium carbonate), [Si](C)(C)(C(C)(C)C)C#C\C=C/C#C[Si](C)(C)C ((Z)-1-(tert-butyldimethylsilyl)-6-trimethylsilyl-3-hexen-1,5-diyne). The solvent is CO (methanol). Reaction conditions: temperature 23 celsius, time 1 hour. The product is C(C)(C)(C)[Si](C)(C)C#C\C=C/C#C (tert-Butyl[(Z)-3-hexene-1,5-diynyl]dimethylsilane). Yield: 94.5%. Reaction SMILES: C(=O)([O-])[O-].[K+].[K+].[Si:7]([C:14]#[C:15]/[CH:16]=[CH:17]\[C:18]#[C:19][Si](C)(C)C)([C:10]([CH3:13])([CH3:12])[CH3:11])([CH3:9])[CH3:8]>CO>[C:10]([Si:7]([C:14]#[C:15]/[CH:16]=[CH:17]\[C:18]#[CH:19])([CH3:9])[CH3:8])([CH3:12])([CH3:13])[CH3:11] |f:0.1.2|. Reported procedure: Solid potassium carbonate (5.36 g, 38.9 mmol, 1.10 equiv) was added to a solution of (Z)-1-(tert-butyldimethylsilyl)-6-trimethylsilyl-3-hexen-1,5-diyne (9.26 g, 35.3 mmol, 1 equiv) in methanol (100 mL) at 23° C. and the resulting suspension was stirred at 23° C. for 1 h. The reaction mixture was partitioned between saturated aqueous sodium chloride solution (200 mL) and hexanes (200 mL). The aqueous layer was separated and extracted further with hexanes (200 mL). The combined organic layers were... Reactants: ClC=1C=C(C=2N(N1)C=CN2)NC2=CC=C(C=C2)N (N1-(6-chloroimidazo[1,2-b]pyridazin-8-yl)benzene-1,4-diamine), FC1=CC=C(C=C1)N1C(C(=CC=C1)C(=O)O)=O (1-(4-fluorophenyl)-2-oxo-1,2-dihydropyridine-3-carboxylic acid), CCN=C=NCCCN(C)C (EDCI), C=1C=CC2=C(C1)N=NN2O (HOBt), TEA. Run in CC#N (CH3CN), CN(C)C=O (DMF). Reaction conditions: temperature 50 celsius, time 12 hour. Yields the product ClC=1C=C(C=2N(N1)C=CN2)NC2=CC=C(C=C2)NC(=O)C=2C(N(C=CC2)C2=CC=C(C=C2)F)=O (N-(4-((6-chloroimidazo[1,2-b]pyridazin-8-yl)amino)phenyl)-1-(4-fluorophenyl)-2-oxo-1,2-dihydro-3-pyridinecarboxamide). Yield: 9.8%. As a reaction SMILES: [Cl:1][C:2]1[CH:3]=[C:4]([NH:11][C:12]2[CH:17]=[CH:16][C:15]([NH2:18])=[CH:14][CH:13]=2)[C:5]2[N:6]([CH:8]=[CH:9][N:10]=2)[N:7]=1.[F:19][C:20]1[CH:25]=[CH:24][C:23]([N:26]2[CH:31]=[CH:30][CH:29]=[C:28]([C:32](O)=[O:33])[C:27]2=[O:35])=[CH:22][CH:21]=1.CCN=C=NCCCN(C)C.C1C=CC2N(O)N=NC=2C=1>CC#N.CN(C=O)C>[Cl:1][C:2]1[CH:3]=[C:4]([NH:11][C:12]2[CH:13]=[CH:14][C:15]([NH:18][C:32]([C:28]3[C:27](=[O:35])[N:26]([C:23]4[CH:22]=[CH:21][C:20]([F:19])=[CH:25][CH:24]=4)[CH:31]=[CH:30][CH:29]=3)=[O:33])=[CH:16][CH:17]=2)[C:5]2[N:6]([CH:8]=[CH:9][N:10]=2)[N:7]=1. Procedure details: To a 2 dram vial was added N1-(6-chloroimidazo[1,2-b]pyridazin-8-yl)benzene-1,4-diamine (0.078 g, 0.3 mmol, prepared as described in Example XV1, step 1a), 1-(4-fluorophenyl)-2-oxo-1,2-dihydropyridine-3-carboxylic acid (0.10 g, 0.45 mmol, prepared as described in Example XVII, step 1e2), EDCI (0.086 g, 0.45 mmol), HOBt (0.061 g, 0.45 mmol), TEA (0.12 ml, 0.9 mmol), DMF (0.8 ml) and CH3CN (1.5 ml). The reaction was allowed to stir around 50° C. for 12 hrs. Upon cooling, the solvent was removed in...